This data is from the Open Reaction Database (ORD), a public repository of structured organic reaction records. The task is: describe an organic reaction: reactants, conditions, products, and yield Reactants: O=C(Cl)c1cc(Cl)ccn1, N. Product: NC(=O)c1cc(Cl)ccn1. RXN SMILES: [Cl:1][c:2]1[cH:3][c:4]([C:8](=[O:9])[Cl:10])[n:5][cH:6][cH:7]1.[NH3:11]>>[Cl:1][c:2]1[cH:3][c:4]([C:8](=[O:9])[NH2:11])[n:5][cH:6][cH:7]1.